From a dataset of the Open Reaction Database (ORD), a public repository of structured organic reaction records. describe an organic reaction: reactants, conditions, products, and yield The reactants are C(CCCCCCC)OC1=CC=C(C(=O)O)C=C1 (4-(octyloxy)benzoic acid), C(C(=O)Cl)(=O)Cl (oxalyl chloride), TEA, C(=O)(C(F)(F)F)O (TFA), OC1=CC=C(CN(C(C2=CC=C(C=C2)NC(CC2=CC=C(C=C2)OC)=O)=O)CC(=O)OC(C)(C)C)C=C1 (tert-butyl 2-(N-(4-hydroxybenzyl)-4-(2-(4-methoxyphenyl)acetamido)benzamido)acetate). The reagents and catalysts are CN(C)C=O (DMF). Run in C(Cl)Cl (DCM), C(Cl)Cl (DCM). Conditions: time 30 minute. The product is COC1=CC=C(C=C1)CC(=O)NC1=CC=C(C(=O)N(CC2=CC=C(C=C2)OC(C2=CC=C(C=C2)OCCCCCCCC)=O)CC(=O)O)C=C1 (2-(4-(2-(4-methoxyphenyl)acetamido)-N-(4-((4-(octyloxy)benzoyl)oxy)benzyl)benzamido)acetic acid). Yield: 14.0%. Reaction SMILES: [CH2:1]([O:9][C:10]1[CH:18]=[CH:17][C:13]([C:14]([OH:16])=[O:15])=[CH:12][CH:11]=1)[CH2:2][CH2:3][CH2:4][CH2:5][CH2:6][CH2:7][CH3:8].C(Cl)(=O)C(Cl)=O.O[C:26]1[CH:61]=[CH:60][C:29]([CH2:30][N:31]([CH2:52][C:53]([O:55]C(C)(C)C)=[O:54])[C:32](=[O:51])[C:33]2[CH:38]=[CH:37][C:36]([NH:39][C:40](=[O:50])[CH2:41][C:42]3[CH:47]=[CH:46][C:45]([O:48][CH3:49])=[CH:44][CH:43]=3)=[CH:35][CH:34]=2)=[CH:28][CH:27]=1.C(O)(C(F)(F)F)=O>C(Cl)Cl.CN(C=O)C>[CH3:49][O:48][C:45]1[CH:44]=[CH:43][C:42]([CH2:41][C:40]([NH:39][C:36]2[CH:35]=[CH:34][C:33]([C:32]([N:31]([CH2:52][C:53]([OH:55])=[O:54])[CH2:30][C:29]3[CH:28]=[CH:27][C:26]([O:15][C:14](=[O:16])[C:13]4[CH:12]=[CH:11][C:10]([O:9][CH2:1][CH2:2][CH2:3][CH2:4][CH2:5][CH2:6][CH2:7][CH3:8])=[CH:18][CH:17]=4)=[CH:61][CH:60]=3)=[O:51])=[CH:38][CH:37]=2)=[O:50])=[CH:47][CH:46]=1. Procedure details: Prepared using General Procedures 2 and 8: To a stirring solution of 4-(octyloxy)benzoic acid (30 mg, 0.119 mmol) in DCM (0.5 mL) were added DMF (1 drop) and oxalyl chloride (0.011 mL, 0.127 mmol). The reaction mixture was stirred at room temperature for 30 min. To this mixture was added a solution of tert-butyl 2-(N-(4-hydroxybenzyl)-4-(2-(4-methoxyphenyl)acetamido)benzamido)acetate INT-7 (40 mg, 0.079 mmol) and TEA (0.022 mL, 0.159 mmol) in DCM (1 mL). The reaction was stirred at room temperat... Starting materials: Cl.N1C(OC2(C3=C1N=CC=C3)CCNCC2)=O (spiro[piperidin-4,4′-pyrido[2,3-d][1,3]oxazin]-2′(1′H)-one hydrochloride), ClC1=NC=C(C#N)C(=C1)OC1=CC2=C(NC(O2)=O)C(=C1)C (6-chloro-4-(4-methyl-2-oxo-2,3-dihydro-benzoxazol-6-yloxy)-nicotinonitrile), CCN(C(C)C)C(C)C (DIPEA). The solvent is CN1CCCC1=O (NMP). Product: CC1=CC(=CC2=C1NC(O2)=O)OC2=CC(=NC=C2C#N)N2CCC1(C3=C(NC(O1)=O)N=CC=C3)CC2 (4-(4-methyl-2-oxo-2,3-dihydrobenzo[d]oxazol-6-yloxy)-6-(2′-oxo-1′.2′-dihydrospiro-[piperidin-4,4′-pyrido[2,3-d][1,3]oxazin]-1-yl)nicotinonitrile). RXN SMILES: Cl.[NH:2]1[C:7]2[N:8]=[CH:9][CH:10]=[CH:11][C:6]=2[C:5]2([CH2:16][CH2:15][NH:14][CH2:13][CH2:12]2)[O:4][C:3]1=[O:17].Cl[C:19]1[CH:26]=[C:25]([O:27][C:28]2[CH:37]=[C:36]([CH3:38])[C:31]3[NH:32][C:33](=[O:35])[O:34][C:30]=3[CH:29]=2)[C:22]([C:23]#[N:24])=[CH:21][N:20]=1.CCN(C(C)C)C(C)C>CN1C(=O)CCC1>[CH3:38][C:36]1[C:31]2[NH:32][C:33](=[O:35])[O:34][C:30]=2[CH:29]=[C:28]([O:27][C:25]2[C:22]([C:23]#[N:24])=[CH:21][N:20]=[C:19]([N:14]3[CH2:13][CH2:12][C:5]4([O:4][C:3](=[O:17])[NH:2][C:7]5[N:8]=[CH:9][CH:10]=[CH:11][C:6]4=5)[CH2:16][CH2:15]3)[CH:26]=2)[CH:37]=1 |f:0.1|. Procedure details: 40 mg (0.16 mmol) spiro[piperidin-4,4′-pyrido[2,3-d][1,3]oxazin]-2′(1′H)-one hydrochloride, 40 mg (0.12 mmol) 6-chloro-4-(4-methyl-2-oxo-2,3-dihydro-benzoxazol-6-yloxy)-nicotinonitrile and 0.08 mL (0.47 mmol) DIPEA in 0.80 mL NMP were stirred for 1 h at 140° C. The reaction mixture was purified by preparative HPLC-MS. The fractions containing product were partially evaporated down i.vac. and neutralised with aqueous NaHCO3 solution. The precipitate formed was suction filtered and dried. The reactants are CCCBr, CN(C)C=O, CC#N, [K+], [K+], O=C([O-])[O-], COc1ccc2c(-c3cccc(O)c3)cc(=O)oc2c1. Yields the product CCCOc1cccc(-c2cc(=O)oc3cc(OC)ccc23)c1. As a reaction SMILES: [CH2:32]([CH2:33][CH3:34])[Br:35].[CH3:27][N:28]([CH3:29])[CH:30]=[O:31].[CH3:36][C:37]#[N:38].[K+:21].[K+:22].[O-:23][C:24]([O-:25])=[O:26].[OH:1][c:2]1[cH:3][c:4](-[c:8]2[cH:9][c:10](=[O:20])[o:11][c:12]3[cH:13][c:14]([O:18][CH3:19])[cH:15][cH:16][c:17]23)[cH:5][cH:6][cH:7]1>>[O:1]([c:2]1[cH:3][c:4](-[c:8]2[cH:9][c:10](=[O:20])[o:11][c:12]3[cH:13][c:14]([O:18][CH3:19])[cH:15][cH:16][c:17]23)[cH:5][cH:6][cH:7]1)[CH2:32][CH2:33][CH3:34]. The reactants are BrB(Br)Br, COc1c(C)cccc1CC(F)(F)F, ClCCl. Product: Cc1cccc(CC(F)(F)F)c1O. As a reaction SMILES: [B:15]([Br:16])([Br:17])[Br:18].[CH3:1][O:2][c:3]1[c:4]([CH3:14])[cH:5][cH:6][cH:7][c:8]1[CH2:9][C:10]([F:11])([F:12])[F:13].[Cl:19][CH2:20][Cl:21]>>[OH:2][c:3]1[c:4]([CH3:14])[cH:5][cH:6][cH:7][c:8]1[CH2:9][C:10]([F:11])([F:12])[F:13].